Dataset: the Open Reaction Database (ORD), a public repository of structured organic reaction records. Task: describe an organic reaction: reactants, conditions, products, and yield Reactants: COC1=CC=C(C=C1)C1=NN(C(=C1)C=O)C (4-methoxyphenyl-1-methyl-1H-pyrazole-5-carbaldehyde), CC1=NOC(=C1B(O)O)C (3,5-dimethylisoxazol-4-ylboronic acid), C(=O)([O-])[O-].[K+].[K+] (K2CO3). Reagents/catalysts: C=1C=CC(=CC1)[P](C=2C=CC=CC2)(C=3C=CC=CC3)[Pd]([P](C=4C=CC=CC4)(C=5C=CC=CC5)C=6C=CC=CC6)([P](C=7C=CC=CC7)(C=8C=CC=CC8)C=9C=CC=CC9)[P](C=1C=CC=CC1)(C=1C=CC=CC1)C=1C=CC=CC1 (Pd(PPh3)4). Solvent: COCCOC.O (DME water). Product: CC1=NOC(=C1C=1C(=NN(C1C=O)C)C1=CC=C(C=C1)OC)C (4-(3,5-dimethylisoxazol-4-yl)-3-(4-methoxyphenyl)-1-methyl-1H-pyrazole-5-carbaldehyde). Isolated yield 32.0%. Reaction SMILES: [CH3:1][O:2][C:3]1[CH:8]=[CH:7][C:6]([C:9]2[CH:13]=[C:12]([CH:14]=[O:15])[N:11]([CH3:16])[N:10]=2)=[CH:5][CH:4]=1.[CH3:17][C:18]1[C:22](B(O)O)=[C:21]([CH3:26])[O:20][N:19]=1.C([O-])([O-])=O.[K+].[K+]>C1C=CC([P]([Pd]([P](C2C=CC=CC=2)(C2C=CC=CC=2)C2C=CC=CC=2)([P](C2C=CC=CC=2)(C2C=CC=CC=2)C2C=CC=CC=2)[P](C2C=CC=CC=2)(C2C=CC=CC=2)C2C=CC=CC=2)(C2C=CC=CC=2)C2C=CC=CC=2)=CC=1.COCCOC.O>[CH3:17][C:18]1[C:22]([C:13]2[C:9]([C:6]3[CH:5]=[CH:4][C:3]([O:2][CH3:1])=[CH:8][CH:7]=3)=[N:10][N:11]([CH3:16])[C:12]=2[CH:14]=[O:15])=[C:21]([CH3:26])[O:20][N:19]=1 |f:2.3.4,6.7,^1:36,38,57,76|. Reported procedure: A mixture of 4-bromo-3-(4-methoxyphenyl-1-methyl-1H-pyrazole-5-carbaldehyde (74.5 mg, 0.25 mmol), 3,5-dimethylisoxazol-4-ylboronic acid (53.4 mg, 0.38 mmol), K2CO3 (140 mg, 1.01 mmol) and Pd(PPh3)4 (14.6 mg, 0.01 mmol) in 1 DME/water (1 mL/1 mL) was flushed with argon and irradiated in the microwave at 140° C. for 30 min, extracted with EtOAc (3×4 mL) after 3 mL water were added. The mixture was concentrated and purified on silica gel to give 4-(3,5-dimethylisoxazol-4-yl)-3-(4-methoxyphenyl)-1-m... The reactants are [H-].[Na+] (sodium hydride), FC1=C(C=CC(=C1)F)C(C(F)(F)SCC)(CN1N=CN=C1)O (2-(2,4-difluorophenyl)-1-(ethylthio)-1,1-difluoro-3-(1H-1,2,4-triazole-1-yl)-2-propanol), O (Water), CI (Methyl iodide). Solvent: CN(C=O)C (N,N-dimethylformamide). Conditions: time 30 minute. Yields the product FC1=C(C=CC(=C1)F)C(CN1N=CN=C1)(C(F)(F)SCC)OC (1-[2-(2,4-difluorophenyl)-3-ethylthio-3,3-difluoro-2-methoxypropyl]-1H-1,2,4-triazole). Isolated yield 77.3%. Reaction SMILES: [H-].[Na+].[F:3][C:4]1[CH:9]=[C:8]([F:10])[CH:7]=[CH:6][C:5]=1[C:11]([OH:24])([CH2:18][N:19]1[CH:23]=[N:22][CH:21]=[N:20]1)[C:12]([S:15][CH2:16][CH3:17])([F:14])[F:13].[CH3:25]I.O>CN(C)C=O>[F:3][C:4]1[CH:9]=[C:8]([F:10])[CH:7]=[CH:6][C:5]=1[C:11]([O:24][CH3:25])([C:12]([S:15][CH2:16][CH3:17])([F:14])[F:13])[CH2:18][N:19]1[CH:23]=[N:22][CH:21]=[N:20]1 |f:0.1|. Procedure details: To a solution of 60% sodium hydride (0.16 g, 4.0 mmol) in N,N-dimethylformamide (50 ml), 2-(2,4-difluorophenyl)-1-(ethylthio)-1,1-difluoro-3-(1H-1,2,4-triazole-1-yl)-2-propanol (1.0 g, 3.0 mmol) was added dropwise under ice cooling, followed by stirring at room temperature for 30 minutes. Methyl iodide (0.56 g, 3.9 mmol) was then added dropwise to the reaction mixture under ice cooling and the resulting mixture was stirred at room temperature for 1 hour. Water was added to the reaction mixture, ... Starting materials: COC(Cl)Cl (dichloromethyl methyl ether), COC=1C=C(C=C(C1OC)OC)C (3,4,5-trimethoxytoluene), [Cl-].[Al+3].[Cl-].[Cl-] (aluminum chloride). The solvent is C(Cl)Cl (methylene chloride), C(Cl)Cl (methylene chloride), C(Cl)Cl (methylene chloride). Conditions: time 45 minute. Yields the product COC1=C(C=O)C(=CC(=C1OC)OC)C (2,3,4-trimethoxy-6-methylbenzaldehyde). Yield: 87.0%. RXN SMILES: [CH3:1][O:2][C:3]1[CH:4]=[C:5]([CH3:13])[CH:6]=[C:7]([O:11][CH3:12])[C:8]=1[O:9][CH3:10].[Cl-].[Al+3].[Cl-].[Cl-].[CH3:18][O:19]C(Cl)Cl>C(Cl)Cl>[CH3:12][O:11][C:7]1[C:8]([O:9][CH3:10])=[C:3]([O:2][CH3:1])[CH:4]=[C:5]([CH3:13])[C:6]=1[CH:18]=[O:19] |f:1.2.3.4|. Reported procedure: A dry methylene chloride (100 ml) solution of 128 g (0.7 mol) of 3,4,5-trimethoxytoluene was dropwise added to a dry methylene chloride 500 ml solution of 112 g (0.84 mol) of aluminum chloride gradually under cooling with ice. The mixture was stirred at the same temperature for 45 minutes, a dry methylene chloride solution of 88.5 g (0.77 mol) of dichloromethyl methyl ether was dropwise added thereto gradually over a period of 2 hours. Stirring was conducted at the same temperature for 2 hours, ... The reactants are CCCCCCCCCC=CC=CC(=O)O, [Cl-], Cl, NCC(=O)O, [Na+], [OH-]. Product: CCCCCCCCCC=CC=CC(=O)NCC(=O)O. Reaction SMILES: [C:7]([CH:8]=[CH:9][CH:10]=[CH:11][CH2:12][CH2:13][CH2:14][CH2:15][CH2:16][CH2:17][CH2:18][CH2:19][CH3:20])(=[O:21])[OH:22].[Cl-:6].[ClH:23].[NH2:1][CH2:2][C:3]([OH:4])=[O:5].[Na+:25].[OH-:24]>>[NH:1]([CH2:2][C:3]([OH:4])=[O:5])[C:7]([CH:8]=[CH:9][CH:10]=[CH:11][CH2:12][CH2:13][CH2:14][CH2:15][CH2:16][CH2:17][CH2:18][CH2:19][CH3:20])=[O:21]. The reactants are ClC1=CC=C(C=C1)C=1C(=NC=C(C(=O)OC)C1)O[C@H](C(F)(F)F)C ((S)-methyl 5-(4-chlorophenyl)-6-(1,1,1-trifluoropropan-2-yloxy)nicotinate), solution, [OH-].[Li+] (lithium hydroxide). Solvent: O1CCCC1 (tetrahydrofuran), O (water). Run at time 8 hour. Product: ClC1=CC=C(C=C1)C=1C(=NC=C(C(=O)O)C1)O[C@H](C(F)(F)F)C ((S)-5-(4-Chlorophenyl)-6-(1,1,1-trifluoropropan-2-yloxy)nicotinic acid). Yield: 100.4%. As a reaction SMILES: [Cl:1][C:2]1[CH:7]=[CH:6][C:5]([C:8]2[C:9]([O:18][C@@H:19]([CH3:24])[C:20]([F:23])([F:22])[F:21])=[N:10][CH:11]=[C:12]([CH:17]=2)[C:13]([O:15]C)=[O:14])=[CH:4][CH:3]=1.[OH-].[Li+]>O1CCCC1.O>[Cl:1][C:2]1[CH:3]=[CH:4][C:5]([C:8]2[C:9]([O:18][C@@H:19]([CH3:24])[C:20]([F:23])([F:21])[F:22])=[N:10][CH:11]=[C:12]([CH:17]=2)[C:13]([OH:15])=[O:14])=[CH:6][CH:7]=1 |f:1.2|. Procedure: To a solution of 0.860 g (S)-methyl 5-(4-chlorophenyl)-6-(1,1,1-trifluoropropan-2-yloxy)nicotinate in 9 mL tetrahydrofuran was added 3 mL of a 1M solution of lithium hydroxide in water and the mixture was stirred at room temperature overnight. The solvent was evaporated and the residue was acidified by addition of 1M hydrochloric acid till pH=2. Ethyl acetate was added and the phases were separated. The organic phase was dried over MgSO4 and the solvent was removed to yield 830 mg (100%) of the ...